From a dataset of the Open Reaction Database (ORD), a public repository of structured organic reaction records. describe an organic reaction: reactants, conditions, products, and yield Starting materials: C(C)(C)NC(C)C (diisopropylamine), FC1=CC=C(C#N)C=C1 (4-fluoro-benzonitrile), CN(C=O)C (Dimethylformamide). Solvent: O1CCCC1 (tetrahydrofuran), C1CCOC1 (THF). Reaction conditions: temperature -78 celsius, time 30 minute. Yields the product FC1=C(C=O)C=C(C=C1)C#N (2-fluoro-5-cyano-benzaldehyde). The yield is 79.0%. RXN SMILES: C(NC(C)C)(C)C.[F:8][C:9]1[CH:16]=[CH:15][C:12]([C:13]#[N:14])=[CH:11][CH:10]=1.CN(C)[CH:19]=[O:20]>C1COCC1>[F:8][C:9]1[CH:16]=[CH:15][C:12]([C:13]#[N:14])=[CH:11][C:10]=1[CH:19]=[O:20]. Reported procedure: To a stirred, cooled solution (0° C.) of diisopropylamine (15.4 mL, 0.11 mol) in anhydrous tetrahydrofuran (200 mL) n-butyllithium (40 mL of 2.5M in hexane, 0.11 mol) was added from a dropping funnel over a period of 30 min. under argon. The mixture was stirred at that temperature for 30 min. and then cooled to −78° C. A solution of 4-fluoro-benzonitrile (12.1g, 0.1 mol) in dry THF (50 mL) was then added dropwise over 15 min. via syringe and stirred for 1 hour at −78° C. Dimethylformamide (8 mL)... The reactants are [N+](=O)([O-])C=1C=NNC1 (4-nitro-1H-pyrazole), COC(=O)C=1OC(=CC1)CCl (5-chloromethyl-furan-2-carboxylic acid methyl ester), N#N (N2), C(=O)([O-])[O-].[K+].[K+] (K2CO3), [Br-] (bromide). The solvent is CC(=O)C (acetone). Run at time 2 hour. Yields the product COC(=O)C=1OC(=CC1)CN1N=CC(=C1)[N+](=O)[O-] (5-(4-Nitro-pyrazol-1-ylmethyl)-furan-2-carboxylic acid methyl ester). Reaction SMILES: N#N.[N+:3]([C:6]1[CH:7]=[N:8][NH:9][CH:10]=1)([O-:5])=[O:4].[CH3:11][O:12][C:13]([C:15]1[O:16][C:17]([CH2:20]Cl)=[CH:18][CH:19]=1)=[O:14].C([O-])([O-])=O.[K+].[K+].[Br-]>CC(C)=O>[CH3:11][O:12][C:13]([C:15]1[O:16][C:17]([CH2:20][N:8]2[CH:7]=[C:6]([N+:3]([O-:5])=[O:4])[CH:10]=[N:9]2)=[CH:18][CH:19]=1)=[O:14] |f:3.4.5|. Procedure: In a flame dried round-bottomed flask equipped with a magnetic stir bar and under inert atmosphere (N2), a solution of 4-nitro-1H-pyrazole (6.22 g, 55.0 mmol) in acetone (130 mL) was treated with 5-chloromethyl-furan-2-carboxylic acid methyl ester (9.61 g, 55.0 mmol) followed by K2CO3 (38.04 g, 275.2 mmol) and TBA bromide (3.55 g, 11.0 mmol). The reaction mixture was stirred at rt for 2 h before being quenched with water (500 mL), extracted with EA (3×100 mL) and the combined org. extracts were ...